Task: describe an organic reaction: reactants, conditions, products, and yield. Dataset: the Open Reaction Database (ORD), a public repository of structured organic reaction records Starting materials: C(C)OC(CNN)OCC (hydrazinoacetaldehyde diethyl acetal), C(C)OC=C(C#N)C#N (ethoxymethylenemalononitrile). Run in C(C)O (ethanol), C(C)O (ethanol). Conditions: time 24 hour. Yields the product NC1=C(C=NN1CC(OCC)OCC)C#N (5-amino-4-cyano-1-(2,2-diethoxyethyl)pyrazole). Isolated yield 30.2%. RXN SMILES: [CH2:1]([O:3][CH:4]([O:8][CH2:9][CH3:10])[CH2:5][NH:6][NH2:7])[CH3:2].C(O[CH:14]=[C:15]([C:18]#[N:19])[C:16]#[N:17])C>C(O)C>[NH2:19][C:18]1[N:6]([CH2:5][CH:4]([O:8][CH2:9][CH3:10])[O:3][CH2:1][CH3:2])[N:7]=[CH:14][C:15]=1[C:16]#[N:17]. Procedure: To a solution of hydrazinoacetaldehyde diethyl acetal (52.6 g) in ethanol (110 ml) was added dropwise a solution of ethoxymethylenemalononitrile (41.5 g) in ethanol (420 ml) at room temperature. The mixture was stirred at ambient temperature for 24 hours. The reaction mixture was evaporated in vacuo. To the residue was added diethyl ether (400 ml) and the resultant precipitate was filtered off. The filtrate was subjected to column chromatography on silica gel using a mixture of ethyl acetate and... Reactants: N1CCNCC1 (piperazine), FC1(OC2=C(O1)C=CC(=C2)C=O)F (2,2-difluoro-benzo[1,3]dioxole-5-carbaldehyde), aldehyde. Reagents/catalysts: [OH-].[OH-].[Pd+2] (Pd(OH)2/C). Run in CO (methanol). Run at time 18 hour. Product: FC1(OC2=C(O1)C=CC(=C2)CN2CCNCC2)F (1-(2,2-Difluoro-benzo[1,3]dioxol-5-ylmethyl)-piperazine). RXN SMILES: [NH:1]1[CH2:6][CH2:5][NH:4][CH2:3][CH2:2]1.[F:7][C:8]1([F:19])[O:12][C:11]2[CH:13]=[CH:14][C:15]([CH:17]=O)=[CH:16][C:10]=2[O:9]1>[OH-].[OH-].[Pd+2].CO>[F:19][C:8]1([F:7])[O:12][C:11]2[CH:13]=[CH:14][C:15]([CH2:17][N:1]3[CH2:6][CH2:5][NH:4][CH2:3][CH2:2]3)=[CH:16][C:10]=2[O:9]1 |f:2.3.4|. Reported procedure: A 2 L Erlenmeyer flask was charged with piperazine (185.1 g, 2.15 mol), 2,2-difluoro-benzo[1,3]dioxole-5-carbaldehyde (100.0 g, 0.537 mol), and methanol (1.08 L). The solution was stirred at room temperature for 18 h then passed twice through an H-Cube Midi™ (ThalesNano, Budapest, Hungary) with a new 20% Pd(OH)2/C MidiCart cartridge, at the following settings: 70° C., 1 atm pressure, 6 mL/min flow rate, and 10% excess H2 production. The aldehyde starting material was >90% consumed after the firs... Isolated yield 94.2%. Reaction SMILES: [CH2:1]([O:3][C:4](=[O:11])[CH2:5][C:6]([O:8][CH2:9][CH3:10])=[O:7])[CH3:2].CC[O-].[Na+].[Na].[CH3:17][C:18]1[CH:29]=[CH:28][C:21]([O:22][CH2:23][CH2:24][CH2:25][CH2:26]Br)=[CH:20][CH:19]=1>C(O)C>[CH2:1]([O:3][C:4](=[O:11])[CH:5]([CH2:26][CH2:25][CH2:24][CH2:23][O:22][C:21]1[CH:20]=[CH:19][C:18]([CH3:17])=[CH:29][CH:28]=1)[C:6]([O:8][CH2:9][CH3:10])=[O:7])[CH3:2] |f:1.2,^1:15|. Procedure: 176.2 g of malonic acid diethyl ester are added dropwise at 50° C. to a sodium ethylate solution freshly prepared from 23 g of sodium and 500 ml of ethanol. The mixture is kept at this temperature for 2 hours, and 243.2 g of 4-(4-methylphenoxy)butyl bromide are then added dropwise. When the addition is complete, the obtained mixture is stirred at 60° C. for 3 hours, and substantially concentrated; 1 l of ice-water is then added and the mixture is extracted 3 times with a total of 1 liter of meth... Reactants: CC1=CC=C(OCCCCBr)C=C1 (4-(4-methylphenoxy)butyl bromide), C(C)OC(CC(=O)OCC)=O (malonic acid diethyl ester), CC[O-].[Na+] (sodium ethylate solution), [Na] (sodium). Run at temperature 60 celsius, time 2 hour. Yields the product C(C)OC(C(C(=O)OCC)CCCCOC1=CC=C(C=C1)C)=O (4-(4-methylphenoxy)butylmalonic acid diethyl ester). Solvent: C(C)O (ethanol). Starting materials: R5Br, N1C=CC2=CC=CC=C12 (Indole), N1C=C(C2=CC=CC=C12)C(=O)OC (methyl indole 3-carboxylate), C1(CCCCC1)CBr (Cyclohexylmethylbromide), NC=1SC=CN1 (2-aminothiazole). Yields the product S1C(=NC=C1)NC(=O)C1=CN(C2=CC=CC=C12)CC1CCCCC1 (1-CycloHexylmethyl-1H-indole-3-carboxylic acid thiazol-2-ylamide). RXN SMILES: [CH:1]1([CH2:7]Br)[CH2:6][CH2:5][CH2:4][CH2:3][CH2:2]1.[NH2:9][C:10]1[S:11][CH:12]=[CH:13][N:14]=1.N1C2C(=CC=CC=2)C=C1.[NH:24]1[C:32]2[C:27](=[CH:28][CH:29]=[CH:30][CH:31]=2)[C:26]([C:33]([O:35]C)=O)=[CH:25]1>>[S:11]1[CH:12]=[CH:13][N:14]=[C:10]1[NH:9][C:33]([C:26]1[C:27]2[C:32](=[CH:31][CH:30]=[CH:29][CH:28]=2)[N:24]([CH2:7][CH:1]2[CH2:6][CH2:5][CH2:4][CH2:3][CH2:2]2)[CH:25]=1)=[O:35]. Procedure details: R5Br=Cyclohexylmethylbromide; NH2A=2-aminothiazole; Indole starting material=methyl indole 3-carboxylate